This data is from the Open Reaction Database (ORD), a public repository of structured organic reaction records. The task is: describe an organic reaction: reactants, conditions, products, and yield Reactants: C#Cc1sc(N)nc1-c1ccccc1, CCOC(C)=O. The product is CCc1sc(N)nc1-c1ccccc1. As a reaction SMILES: [C:1](#[CH:2])[c:3]1[c:4](-[c:9]2[cH:10][cH:11][cH:12][cH:13][cH:14]2)[n:5][c:6]([NH2:8])[s:7]1.[CH3:15][CH2:16][O:17][C:18](=[O:19])[CH3:20]>>[CH2:1]([CH3:2])[c:3]1[c:4](-[c:9]2[cH:10][cH:11][cH:12][cH:13][cH:14]2)[n:5][c:6]([NH2:8])[s:7]1. The reactants are S(SCCNC(CCl)=O)CCNC(CCl)=O (N,N′-(disulphanediyldiethane-2,1-diyl)bis(2-chloroacetamide)), N1=CC=C(C=C1)C (4-picoline). The solvent is CN1CCCC1=O (NMP), CC(=O)C (acetone). Run at time 19 hour. Product: [Cl-].[Cl-].S(SCCNC(C[N+]1=CC=C(C=C1)C)=O)CCNC(C[N+]1=CC=C(C=C1)C)=O (1,1′-{disulphanediylbis[ethane-2,1-diylimino(2-oxoethane-2,1-diyl)]}bis(4-methylpyridinium)dichloride). As a reaction SMILES: [S:1]([CH2:10][CH2:11][NH:12][C:13](=[O:16])[CH2:14]Cl)[S:2][CH2:3][CH2:4][NH:5][C:6](=[O:9])[CH2:7][Cl:8].[N:17]1[CH:22]=[CH:21][C:20]([CH3:23])=[CH:19][CH:18]=1>CN1C(=O)CCC1.CC(C)=O>[Cl-:8].[Cl-:8].[S:1]([CH2:10][CH2:11][NH:12][C:13](=[O:16])[CH2:14][N+:17]1[CH:22]=[CH:21][C:20]([CH3:23])=[CH:19][CH:18]=1)[S:2][CH2:3][CH2:4][NH:5][C:6](=[O:9])[CH2:7][N+:17]1[CH:22]=[CH:21][C:20]([CH3:23])=[CH:19][CH:18]=1 |f:4.5.6|. Reported procedure: 6.1 g of N,N′-(disulphanediyldiethane-2,1-diyl)bis(2-chloroacetamide) and 4.5 g of 4-picoline are dissolved in 50 ml of NMP and brought to 80° C. for 19 h. After cooling of the mixture via successive precipitations in acetone and drying under vacuum, 9.2 g of salts are recovered. The analyses show that the product is in conformity. 1H NMR (400 MHz, D2O): 2.61 (s, 6H), 2.82 (t, 4H), 3.56 (t, 4H), 5.31 (s, 4H), 7.85 (d, 4H), 8.51 (d, 4H). The reactants are C1CCOC1, O=C=NCc1ccccc1, CN(C)c1ccncc1, CN1CCCC1=O, Nc1nccs1. Product: O=C(NCc1ccccc1)Nc1nccs1. RXN SMILES: [CH2:17]1[O:18][CH2:19][CH2:20][CH2:21]1.[CH2:7]([c:8]1[cH:9][cH:10][cH:11][cH:12][cH:13]1)[N:14]=[C:15]=[O:16].[CH3:22][N:23]([c:24]1[cH:25][cH:26][n:27][cH:28][cH:29]1)[CH3:30].[CH3:31][N:32]1[CH2:33][CH2:34][CH2:35][C:36]1=[O:37].[NH2:1][c:2]1[s:3][cH:4][cH:5][n:6]1>>[NH:1]([c:2]1[s:3][cH:4][cH:5][n:6]1)[C:15]([NH:14][CH2:7][c:8]1[cH:9][cH:10][cH:11][cH:12][cH:13]1)=[O:16]. The reactants are [Na+], O=C1Cc2cccc(Nc3ccccc3Cl)c2N1, C1COCCO1, [OH-], O. Product: Nc1c(CC(=O)O)cccc1Nc1ccccc1Cl. RXN SMILES: [Na+:20].[O:1]=[C:2]1[NH:3][c:4]2[c:5]([NH:11][c:12]3[c:13]([Cl:18])[cH:14][cH:15][cH:16][cH:17]3)[cH:6][cH:7][cH:8][c:9]2[CH2:10]1.[O:21]1[CH2:22][CH2:23][O:24][CH2:25][CH2:26]1.[OH-:19].[OH2:27]>>[O:1]=[C:2]([CH2:10][c:9]1[c:4]([NH2:3])[c:5]([NH:11][c:12]2[c:13]([Cl:18])[cH:14][cH:15][cH:16][cH:17]2)[cH:6][cH:7][cH:8]1)[OH:21].